From a dataset of the Open Reaction Database (ORD), a public repository of structured organic reaction records. describe an organic reaction: reactants, conditions, products, and yield Reactants: OCCCBr, O=C([O-])[O-], CCOC(C)=O, CN(C)C=O, CCN(CC1CCCCC1)c1ccc(C(F)(F)F)cc1CN(Cc1cc(C(F)(F)F)cc(C(F)(F)F)c1)c1ncc(O)cn1, [K+], [K+]. The product is CCN(CC1CCCCC1)c1ccc(C(F)(F)F)cc1CN(Cc1cc(C(F)(F)F)cc(C(F)(F)F)c1)c1ncc(OCCCO)cn1. Reaction SMILES: [Br:45][CH2:46][CH2:47][CH2:48][OH:49].[C:50](=[O:51])([O-:52])[O-:53].[CH3:56][CH2:57][O:58][C:59](=[O:60])[CH3:61].[CH3:62][N:63]([CH3:64])[CH:65]=[O:66].[F:1][C:2]([c:3]1[cH:4][c:5]([CH2:6][N:7]([c:8]2[n:9][cH:10][c:11]([OH:14])[cH:12][n:13]2)[CH2:15][c:16]2[c:17]([N:26]([CH2:27][CH3:28])[CH2:29][CH:30]3[CH2:31][CH2:32][CH2:33][CH2:34][CH2:35]3)[cH:18][cH:19][c:20]([C:22]([F:23])([F:24])[F:25])[cH:21]2)[cH:36][c:37]([C:39]([F:40])([F:41])[F:42])[cH:38]1)([F:43])[F:44].[K+:54].[K+:55]>>[F:1][C:2]([c:3]1[cH:4][c:5]([CH2:6][N:7]([c:8]2[n:9][cH:10][c:11]([O:14][CH2:46][CH2:47][CH2:48][OH:49])[cH:12][n:13]2)[CH2:15][c:16]2[c:17]([N:26]([CH2:27][CH3:28])[CH2:29][CH:30]3[CH2:31][CH2:32][CH2:33][CH2:34][CH2:35]3)[cH:18][cH:19][c:20]([C:22]([F:23])([F:24])[F:25])[cH:21]2)[cH:36][c:37]([C:39]([F:40])([F:41])[F:42])[cH:38]1)([F:43])[F:44]. The reactants are CC(=O)OC1OC(CBr)C(OC(=O)c2ccccc2)C1OC(=O)c1ccccc1, CCOP(OCC)OCC. Product: CCOP(=O)(CC1OC(OC(C)=O)C(OC(=O)c2ccccc2)C1OC(=O)c1ccccc1)OCC. As a reaction SMILES: [C:1]([CH3:2])(=[O:3])[O:4][CH:5]1[CH:6]([O:7][C:8]([c:9]2[cH:10][cH:11][cH:12][cH:13][cH:14]2)=[O:15])[CH:16]([O:17][C:18]([c:19]2[cH:20][cH:21][cH:22][cH:23][cH:24]2)=[O:25])[CH:26]([CH2:28][Br:29])[O:27]1.[P:30]([O:31][CH2:32][CH3:33])([O:34][CH2:35][CH3:36])[O:37][CH2:38][CH3:39]>>[C:1]([CH3:2])(=[O:3])[O:4][CH:5]1[CH:6]([O:7][C:8]([c:9]2[cH:10][cH:11][cH:12][cH:13][cH:14]2)=[O:15])[CH:16]([O:17][C:18]([c:19]2[cH:20][cH:21][cH:22][cH:23][cH:24]2)=[O:25])[CH:26]([CH2:28][P:30]([O:31][CH2:32][CH3:33])([O:34][CH2:35][CH3:36])=[O:37])[O:27]1. The reactants are O=C1CCC(=O)N1Br, O=C(OOC(=O)c1ccccc1)c1ccccc1, ClC(Cl)(Cl)Cl, CC=CC(CF)N1C(=O)c2ccccc2C1=O. The product is O=C1c2ccccc2C(=O)N1C(C=CCBr)CF. RXN SMILES: [Br:18][N:19]1[C:20](=[O:21])[CH2:22][CH2:23][C:24]1=[O:25].[C:26]([O:27][O:28][C:29](=[O:30])[c:31]1[cH:32][cH:33][cH:34][cH:35][cH:36]1)(=[O:37])[c:38]1[cH:39][cH:40][cH:41][cH:42][cH:43]1.[C:44]([Cl:45])([Cl:46])([Cl:47])[Cl:48].[F:1][CH2:2][CH:3]([CH:4]=[CH:5][CH3:6])[N:7]1[C:8](=[O:17])[c:9]2[c:10]([cH:13][cH:14][cH:15][cH:16]2)[C:11]1=[O:12]>>[F:1][CH2:2][CH:3]([CH:4]=[CH:5][CH2:6][Br:18])[N:7]1[C:8](=[O:17])[c:9]2[c:10]([cH:13][cH:14][cH:15][cH:16]2)[C:11]1=[O:12]. Starting materials: Cl.C1(=CC=CC=C1)N(C(=O)C1=CC2=C(N(C(=N2)CNC2=CC=C(C=C2)C(N)=N)C)C=C1)CCC(=O)OCC (1-methyl-2-[N-(4-amidinophenyl)aminomethyl]benzimidazol-5-yl-carboxylic acid-N-phenyl-N-(2-ethoxycarbonylethyl)amide hydrochloride), ClC(=O)OCCCCCCCC (n-octyl chloroformate), C37H46N6O5. The solvent is ClCCl.C(C)O (dichloromethane ethanol). Yields the product C1(=CC=CC=C1)N(C(=O)C1=CC2=C(N(C(=N2)CNC2=CC=C(C=C2)C(NC(=O)OCCCCCCCC)=N)C)C=C1)CCC(=O)OCC (1-Methyl-2-[N-[4-(n-octyloxycarbonylamidino)phenyl]aminomethyl]benzimidazol-5-yl-carboxylic acid-N-phenyl-N-(2-ethoxycarbonylethyl)amide). The yield is 34.0%. RXN SMILES: Cl.[C:2]1([N:8]([CH2:32][CH2:33][C:34]([O:36][CH2:37][CH3:38])=[O:35])[C:9]([C:11]2[CH:31]=[CH:30][C:14]3[N:15]([CH3:29])[C:16]([CH2:18][NH:19][C:20]4[CH:25]=[CH:24][C:23]([C:26](=[NH:28])[NH2:27])=[CH:22][CH:21]=4)=[N:17][C:13]=3[CH:12]=2)=[O:10])[CH:7]=[CH:6][CH:5]=[CH:4][CH:3]=1.Cl[C:40]([O:42][CH2:43][CH2:44][CH2:45][CH2:46][CH2:47][CH2:48][CH2:49][CH3:50])=[O:41]>ClCCl.C(O)C>[C:2]1([N:8]([CH2:32][CH2:33][C:34]([O:36][CH2:37][CH3:38])=[O:35])[C:9]([C:11]2[CH:31]=[CH:30][C:14]3[N:15]([CH3:29])[C:16]([CH2:18][NH:19][C:20]4[CH:25]=[CH:24][C:23]([C:26](=[NH:27])[NH:28][C:40]([O:42][CH2:43][CH2:44][CH2:45][CH2:46][CH2:47][CH2:48][CH2:49][CH3:50])=[O:41])=[CH:22][CH:21]=4)=[N:17][C:13]=3[CH:12]=2)=[O:10])[CH:3]=[CH:4][CH:5]=[CH:6][CH:7]=1 |f:0.1,3.4|. Reported procedure: Prepared analogously to Example 90 from 1-methyl-2-[N-(4-amidinophenyl)aminomethyl]benzimidazol-5-yl-carboxylic acid-N-phenyl-N-(2-ethoxycarbonylethyl)amide hydrochloride and n-octyl chloroformate. Yield: 34% of theory, C37H46N6O5 (654.8); Rf value: 0.15 (silica gel; dichloromethane/ethanol=19:1); EKA mass spectrum: (M+H)+=655; (M+H+Na)++=339; (M+Na)+=677. The reactants are FC1=CC=C(CCC2=C(C=C(C(=O)OC)C=C2)C(=O)OC)C=C1 (methyl 4-(4-fluorophenethyl)-3-methoxycarbonylbenzoate), O1CCOCC1 (dioxane), CO (methanol), [OH-].[Na+] (sodium hydroxide). Solvent: O (water). Conditions: time 16 hour. Product: FC1=CC=C(CCC2=C(C=C(C(=O)O)C=C2)C(=O)OC)C=C1 (4-(4-fluorophenethyl)-3-methoxycarbonylbenzoic acid). Yield: 86.2%. Reaction SMILES: [F:1][C:2]1[CH:23]=[CH:22][C:5]([CH2:6][CH2:7][C:8]2[CH:17]=[CH:16][C:11]([C:12]([O:14]C)=[O:13])=[CH:10][C:9]=2[C:18]([O:20][CH3:21])=[O:19])=[CH:4][CH:3]=1.O1CCOCC1.CO.[OH-].[Na+]>O>[F:1][C:2]1[CH:3]=[CH:4][C:5]([CH2:6][CH2:7][C:8]2[CH:17]=[CH:16][C:11]([C:12]([OH:14])=[O:13])=[CH:10][C:9]=2[C:18]([O:20][CH3:21])=[O:19])=[CH:22][CH:23]=1 |f:3.4|. Procedure details: A mixture of methyl 4-(4-fluorophenethyl)-3-methoxycarbonylbenzoate (51.00 g., 161.22 mmol), dioxane (650 ml), methanol (650 ml), sodium hydroxide (7.10 g., 177.35 mmol) and water (100 ml) was stirred at ambient temperature under an inert atmosphere for 16 hours. The reaction was evaporated to dryness, water (500 ml) added to the residue and the mixture extracted with diethylether. The organic extracts were dried and evaporated to dryness to give recovered methyl 4-(4-fluorophenethyl)-3-methoxyc... Solvent: O (H2O), C(CC(O)(C(=O)O)CC(=O)O)(=O)O (citric acid), C1CCOC1 (THF). Starting materials: [H-].[Na+] (NaH), ClC1=NC=CC(=C1)C=1NC(NC1C1=CC=C(C=C1)F)=S (4-(2-Chloropyridin-4-yl)-5-(4-fluorophenyl)-1,3-dihydroimidazole-2-thione), ClCC1=CC=C(C=C1)S(=O)C (1-Chloromethyl-4-methanesulfinylbenzene). Procedure details: NaH (55-65%; 0.1 g; about 2 mmol) was introduced into a solution of 24a (0.31 g; 1.0 mmol) in absolute THF (15 ml). The initial charge was stirred at room temperature for 5 min, and 4-methylsulfinylbenzyl chloride (3, 0.19 g; 1.0 mmol) was added. The reaction mixture was stirred at room temperature for 2 h. The yellow-brown solution was diluted with H2O and neutralized with 10% strength citric acid. The THF was removed and the aqueous solution was extracted with ethyl acetate (2×). The combined ... As a reaction SMILES: [H-].[Na+].[Cl:3][C:4]1[CH:9]=[C:8]([C:10]2[NH:11][C:12](=[S:22])[NH:13][C:14]=2[C:15]2[CH:20]=[CH:19][C:18]([F:21])=[CH:17][CH:16]=2)[CH:7]=[CH:6][N:5]=1.Cl[CH2:24][C:25]1[CH:30]=[CH:29][C:28]([S:31]([CH3:33])=[O:32])=[CH:27][CH:26]=1>C1COCC1.O.C(O)(=O)CC(CC(O)=O)(C(O)=O)O>[Cl:3][C:4]1[CH:9]=[C:8]([C:10]2[NH:11][C:12]([S:22][CH2:24][C:25]3[CH:30]=[CH:29][C:28]([S:31]([CH3:33])=[O:32])=[CH:27][CH:26]=3)=[N:13][C:14]=2[C:15]2[CH:20]=[CH:19][C:18]([F:21])=[CH:17][CH:16]=2)[CH:7]=[CH:6][N:5]=1 |f:0.1|. The product is ClC1=NC=CC(=C1)C=1NC(=NC1C1=CC=C(C=C1)F)SCC1=CC=C(C=C1)S(=O)C (2-Chloro-4-[5-(4-fluorophenyl)-2-(4-methanesulfinylbenzylsulfanyl)-3H-imidazol-4-yl]pyridine). Run at time 5 minute.